From a dataset of the Open Reaction Database (ORD), a public repository of structured organic reaction records. describe an organic reaction: reactants, conditions, products, and yield Starting materials: C[S-].[Na+] (sodium thiomethoxide), C1(C=CC(C2=CC=CC=C12)=O)=O (1,4-naphtoquinone), [Cl-].[Na+] (sodium chloride). Run in CO (methanol). Conditions: time 8 hour. Yields the product CC=1C(C2=CC=CC=C2C(C1)=O)=S (2-methylthio-1,4-naphthoquinone). Yield: 14.0%. RXN SMILES: [C:1]1(=O)[C:10]2[C:5](=[CH:6][CH:7]=[CH:8][CH:9]=2)[C:4](=[O:11])[CH:3]=[CH:2]1.[CH3:13][S-:14].[Na+].[Cl-].[Na+]>CO>[CH3:1][C:2]1[C:13](=[S:14])[C:6]2[C:5]([C:4](=[O:11])[CH:3]=1)=[CH:10][CH:9]=[CH:8][CH:7]=2 |f:1.2,3.4|. Procedure details: 0.617 mM 1,4-naphtoquinone was dissolved in 30 ml of methanol in 100 ml one-neck round flask, and 1.54 mM sodium thiomethoxide was added thereto and stirred overnight. 50 ml of saturated sodium chloride solution was added to the reaction mixture, followed by extraction three times with 50 ml of chloroform, and an organic layer was dehydrated with an anhydrous sodium sulfate and filtered. The filtrate was concentrated under reduced pressure and the obtained residue was re-crystallized with methan... Starting materials: O=C([O-])[O-], CC#N, ClCc1ccc(Cl)c(Cl)c1, [K+], [K+], NCC1CCNCC1. The product is NCC1CCN(Cc2ccc(Cl)c(Cl)c2)CC1. Reaction SMILES: [C:19](=[O:20])([O-:21])[O-:22].[CH3:25][C:26]#[N:27].[Cl:9][c:10]1[cH:11][c:12]([CH2:13][Cl:14])[cH:15][cH:16][c:17]1[Cl:18].[K+:23].[K+:24].[NH2:1][CH2:2][CH:3]1[CH2:4][CH2:5][NH:6][CH2:7][CH2:8]1>>[NH2:1][CH2:2][CH:3]1[CH2:4][CH2:5][N:6]([CH2:13][c:12]2[cH:11][c:10]([Cl:9])[c:17]([Cl:18])[cH:16][cH:15]2)[CH2:7][CH2:8]1.